This data is from the Open Reaction Database (ORD), a public repository of structured organic reaction records. The task is: describe an organic reaction: reactants, conditions, products, and yield The reactants are [BH3-]C#N, CC(=O)O, CO, COC(=O)c1cc(Br)cc(N)c1C, [Na+], O=C1CCCC1. Product: COC(=O)c1cc(Br)cc(NC2CCCC2)c1C. As a reaction SMILES: [C:24]([BH3-:25])#[N:26].[CH3:20][C:21](=[O:22])[OH:23].[CH3:28][OH:29].[NH2:1][c:2]1[c:3]([CH3:13])[c:4]([C:5](=[O:6])[O:7][CH3:8])[cH:9][c:10]([Br:12])[cH:11]1.[Na+:27].[O:14]=[C:15]1[CH2:16][CH2:17][CH2:18][CH2:19]1>>[NH:1]([c:2]1[c:3]([CH3:13])[c:4]([C:5](=[O:6])[O:7][CH3:8])[cH:9][c:10]([Br:12])[cH:11]1)[CH:15]1[CH2:16][CH2:17][CH2:18][CH2:19]1. Starting materials: CSc1nc2cc3ccccc3cc2[nH]1, CCO, O, SCc1ccccn1. Yields the product c1ccc(CSc2nc3cc4ccccc4cc3[nH]2)nc1. As a reaction SMILES: [CH3:1][S:2][c:3]1[n:4][c:5]2[c:6]([nH:7]1)[cH:8][c:9]1[cH:10][cH:11][cH:12][cH:13][c:14]1[cH:15]2.[CH3:25][CH2:26][OH:27].[OH2:24].[SH:16][CH2:17][c:18]1[n:19][cH:20][cH:21][cH:22][cH:23]1>>[CH2:1]([S:2][c:3]1[nH:4][c:5]2[c:6]([n:7]1)[cH:8][c:9]1[cH:10][cH:11][cH:12][cH:13][c:14]1[cH:15]2)[c:18]1[n:19][cH:20][cH:21][cH:22][cH:23]1. The reactants are C1(=CC=CC=2CCCCC12)O (5,6,7,8-Tetrahydro-1-naphthol), CI (methyl iodide), C([O-])([O-])=O.[K+].[K+] (potassium carbonate). Run in CC(=O)C (acetone). Conditions: time 3 day. The product is COC1=CC=CC=2CCCCC12 (1-methoxy-5,6,7,8-tetrahydronaphthalene). As a reaction SMILES: [C:1]1([OH:11])[C:10]2[CH2:9][CH2:8][CH2:7][CH2:6][C:5]=2[CH:4]=[CH:3][CH:2]=1.CI.[C:14](=O)([O-])[O-].[K+].[K+]>CC(C)=O>[CH3:14][O:11][C:1]1[C:10]2[CH2:9][CH2:8][CH2:7][CH2:6][C:5]=2[CH:4]=[CH:3][CH:2]=1 |f:2.3.4|. Reported procedure: 5,6,7,8-Tetrahydro-1-naphthol (9.85 g, 66mM), methyl iodide (30.6 g, 215mM) and potassium carbonate (15 g, 90.8mM) in acetone (500 ml) were heated under reflux with stirring for 3 days. The mixture was evaporated and the residue was extracted with 2M sodium hydroxide and ether. The organic layer was washed and dried to give 1-methoxy-5,6,7,8-tetrahydronaphthalene as as oil. The reagents and catalysts are CCC[N+](CCC)(CCC)CCC.[O-][Ru](=O)(=O)=O (TPAP). Reaction conditions: time 3 hour. The solvent is CCCCCC (hexane), C(Cl)Cl (DCM). Procedure details: To a solution of 77E (800 mg, 2.3 mmol) in DCM (15 mL) was added 4-methylmorpholine N-oxide (541 mg, 4.6 mmol, 2 equiv) followed by the addition of TPAP (177 mg, 0.5 mmol, 0.22 equiv). The mixture was stirred at rt for 3 h. The mixture was diluted with hexane (10 mL), loaded on a layer of silica gel and eluted with 25% EtOAc/hexane. The filtrate was concentrated to gave the desired product 77F (711 mg, 90%): Rf (30% EtOAc/hexane) 0.87; HPLC (Phenomenex Luna 5 u C18 4.6×50 mm, linear gradient ove... The reactants are C(C)(C)(C)OC(=O)N1[C@H]([C@@H](CCC1)O[Si](C)(C)C(C)(C)C)CO ((±)-(2S,3R)-1-tert-Butoxycarbonyl-3-(tert-butyldimethylsilanyloxy)-2-hydroxymethylpiperidine), C[N+]1(CCOCC1)[O-] (4-methylmorpholine N-oxide). Yields the product C(C)(C)(C)OC(=O)N1[C@@H]([C@@H](CCC1)O[Si](C)(C)C(C)(C)C)C=O ((±)-(2S,3R)-1-tert-Butyloxycarbonyl-3-(tert-butyldimethylsilanyloxy)-2-formylpiperidine). Reaction SMILES: [C:1]([O:5][C:6]([N:8]1[CH2:13][CH2:12][CH2:11][C@@H:10]([O:14][Si:15]([C:18]([CH3:21])([CH3:20])[CH3:19])([CH3:17])[CH3:16])[C@@H:9]1[CH2:22][OH:23])=[O:7])([CH3:4])([CH3:3])[CH3:2].C[N+]1([O-])CCOCC1>C(Cl)Cl.CCCCCC.CCC[N+](CCC)(CCC)CCC.[O-][Ru](=O)(=O)=O>[C:1]([O:5][C:6]([N:8]1[CH2:13][CH2:12][CH2:11][C@@H:10]([O:14][Si:15]([C:18]([CH3:21])([CH3:20])[CH3:19])([CH3:17])[CH3:16])[C@H:9]1[CH:22]=[O:23])=[O:7])([CH3:4])([CH3:3])[CH3:2] |f:4.5|. Yield: 90.0%. Reaction conditions: time 1 hour. The product is C1(CCCCC1)C1CCC(CC1)C(=O)N(O)C(C)(C)C (4-cyclohexyl-N-(1,1-dimethylethyl)-N-hydroxy-cyclohexane-carboxamide). Starting materials: Cl.CC(C)(C)NO (N-(1,1-dimethylethyl)hydroxylamine hydrochloride), C1(CCCCC1)C1CCC(CC1)C(=O)O (4-cyclohexyl-cyclohexanecarboxylic acid), C(C(=O)Cl)(=O)Cl (oxalyl chloride). Procedure details: To a solution of 4-cyclohexyl-cyclohexanecarboxylic acid (1.47 g, 7 mmol) in 20 ml of tetrahydrofuran was added oxalyl chloride (0.67 ml, 7.7 mmol) and a few drops of dimethylformamide. After stirring for one hour, the reaction mixture was added dropwise into a cold (~0° C.), stirred solution of N-(1,1-dimethylethyl)hydroxylamine hydrochloride (1.75 g, 14 mmol) in 40 ml of 1N sodium hydroxide. The mixture was stirred for two hours, from 0° C. to room temperature and extracted three times with et... The yield is 9.4%. RXN SMILES: [CH:1]1([CH:7]2[CH2:12][CH2:11][CH:10]([C:13]([OH:15])=O)[CH2:9][CH2:8]2)[CH2:6][CH2:5][CH2:4][CH2:3][CH2:2]1.C(Cl)(=O)C(Cl)=O.Cl.[CH3:23][C:24]([NH:27][OH:28])([CH3:26])[CH3:25]>O1CCCC1.CN(C)C=O.[OH-].[Na+]>[CH:1]1([CH:7]2[CH2:8][CH2:9][CH:10]([C:13]([N:27]([C:24]([CH3:26])([CH3:25])[CH3:23])[OH:28])=[O:15])[CH2:11][CH2:12]2)[CH2:2][CH2:3][CH2:4][CH2:5][CH2:6]1 |f:2.3,6.7|. Solvent: [OH-].[Na+] (sodium hydroxide), O1CCCC1 (tetrahydrofuran). The reagents and catalysts are CN(C=O)C (dimethylformamide). Reactants: ClCCN1S(C2=C(C1(C)C)C=CC(=C2)[N+](=O)[O-])(=O)=O (2-(2-Chloroethyl)-3,3-dimethyl-6-nitro-2,3-dihydro-1, 2-benzoisothiazole 1,1-dioxide), ClCCN1S(C2=C(C1(CC)CC)C=CC=C2)(=O)=O (2-(2-chloroethyl)-3, 3-diethyl-2,3-dihydro-1,2-benzoisothiazole 1,1-dioxide), ClCCN1S(C2=C(C1(C)C)C(=CC=C2)Cl)(=O)=O (2-(2-chloroethyl)-4-chloro-3,3-dimethyl-2,3-dihydro-1, 2-benzoisothiazole 1,1-dioxide). Yields the product ClCCN1S(C2=C(C1(C)C)C=CC=C2)(=O)=O (2-(2-Chloroethyl)-3,3-dimethyl-2, 3-dihydro-1,2-benzoiso-thiazole 1,1-dioxide). RXN SMILES: [Cl:1][CH2:2][CH2:3][N:4]1[C:8]([CH3:10])([CH3:9])[C:7]2[CH:11]=[CH:12][C:13]([N+]([O-])=O)=[CH:14][C:6]=2[S:5]1(=[O:19])=[O:18].ClCCN1C(CC)(CC)C2C=CC=CC=2S1(=O)=O.ClCCN1C(C)(C)C2C(Cl)=CC=CC=2S1(=O)=O>>[Cl:1][CH2:2][CH2:3][N:4]1[C:8]([CH3:10])([CH3:9])[C:7]2[CH:11]=[CH:12][CH:13]=[CH:14][C:6]=2[S:5]1(=[O:19])=[O:18]. Procedure details: 2-(2-Chloroethyl)-3,3-dimethyl-6-nitro-2,3-dihydro-1, 2-benzoisothiazole 1,1-dioxide, 2-(2-chloroethyl)-3, 3-diethyl-2,3-dihydro-1,2-benzoisothiazole 1,1-dioxide and 2-(2-chloroethyl)-4-chloro-3,3-dimethyl-2,3-dihydro-1, 2-benzoisothiazole 1,1-dioxide can be prepared in an analogous manner. Starting materials: N[C@@H]1CC[C@H](CC1)CNC1=NC(=NC=C1[N+](=O)[O-])NCC1=C(C=CC=C1)OC(F)(F)F (N4-[(trans-4-aminocyclohexyl)methyl]-5-nitro-N2-[2-(trifluoromethoxy)benzyl]-pyrimidine-2,4-diamine), CS(=O)(=O)Cl (methanesulfonyl chloride), CCN(C(C)C)C(C)C (DIPEA). The solvent is C(Cl)Cl (CH2Cl2), C(Cl)Cl (CH2Cl2). Conditions: time 15 minute. Product: [N+](=O)([O-])C=1C(=NC(=NC1)NCC1=C(C=CC=C1)OC(F)(F)F)NC[C@@H]1CC[C@H](CC1)NS(=O)(=O)C (N-(trans-4-{[(5-nitro-2-{[2-(trifluoromethoxy)benzyl]amino}pyrimidin-4-yl)amino]methyl}cyclohexyl)methanesulfonamide). Yield: 49.1%. Reaction SMILES: [NH2:1][C@H:2]1[CH2:7][CH2:6][C@H:5]([CH2:8][NH:9][C:10]2[C:15]([N+:16]([O-:18])=[O:17])=[CH:14][N:13]=[C:12]([NH:19][CH2:20][C:21]3[CH:26]=[CH:25][CH:24]=[CH:23][C:22]=3[O:27][C:28]([F:31])([F:30])[F:29])[N:11]=2)[CH2:4][CH2:3]1.[CH3:32][S:33](Cl)(=[O:35])=[O:34].CCN(C(C)C)C(C)C>C(Cl)Cl>[N+:16]([C:15]1[C:10]([NH:9][CH2:8][C@H:5]2[CH2:4][CH2:3][C@H:2]([NH:1][S:33]([CH3:32])(=[O:35])=[O:34])[CH2:7][CH2:6]2)=[N:11][C:12]([NH:19][CH2:20][C:21]2[CH:26]=[CH:25][CH:24]=[CH:23][C:22]=2[O:27][C:28]([F:30])([F:31])[F:29])=[N:13][CH:14]=1)([O-:18])=[O:17]. Procedure details: To a solution of N4-[(trans-4-aminocyclohexyl)methyl]-5-nitro-N2-[2-(trifluoromethoxy)benzyl]-pyrimidine-2,4-diamine (50 mg, 0.11 mmol) were added methanesulfonyl chloride (18 μL, 0.23 mmol) and DIPEA (59 μL, 0.34 mmol) in CH2Cl2 (2 mL). The reaction mixture was stirred at room temperature for 15 min and diluted with CH2Cl2. The organic phase was then washed with 1M Na2CO3 and water. The organic phase was dried over Na2SO4 and concentrated. The resulting residue was purified by silica gel prepar...